This data is from the Open Reaction Database (ORD), a public repository of structured organic reaction records. The task is: describe an organic reaction: reactants, conditions, products, and yield The reactants are CC1=CC=C(C=C1)B(O)O ((4-methylphenyl)boronic acid), BrC1=CC=C(C=C1)C(CCC(=O)OC)=O (4-(4-bromo-phenyl)-4-oxo-butyric acid, methyl ester), C([O-])([O-])=O.[Na+].[Na+] (sodium carbonate). Reagents/catalysts: [Pd].C1(=CC=CC=C1)P(C1=CC=CC=C1)C1=CC=CC=C1.C1(=CC=CC=C1)P(C1=CC=CC=C1)C1=CC=CC=C1.C1(=CC=CC=C1)P(C1=CC=CC=C1)C1=CC=CC=C1.C1(=CC=CC=C1)P(C1=CC=CC=C1)C1=CC=CC=C1 (tetrakis(triphenylphosphine)-palladium(0)). Solvent: C1(=CC=CC=C1)C (toluene), ClCCl (dichloromethane), C1(=CC=CC=C1)C (toluene). Product: CC1=CC=C(C=C1)C1=CC=C(C=C1)C(CCC(=O)OC)=O (4-(4′-methyl-biphenyl-4-yl)-4-oxo-butyric acid, methyl ester). Isolated yield 69.4%. Reaction SMILES: [CH3:1][C:2]1[CH:7]=[CH:6][C:5](B(O)O)=[CH:4][CH:3]=1.Br[C:12]1[CH:17]=[CH:16][C:15]([C:18](=[O:25])[CH2:19][CH2:20][C:21]([O:23][CH3:24])=[O:22])=[CH:14][CH:13]=1.C(=O)([O-])[O-].[Na+].[Na+]>C1(C)C=CC=CC=1.ClCCl.[Pd].C1(P(C2C=CC=CC=2)C2C=CC=CC=2)C=CC=CC=1.C1(P(C2C=CC=CC=2)C2C=CC=CC=2)C=CC=CC=1.C1(P(C2C=CC=CC=2)C2C=CC=CC=2)C=CC=CC=1.C1(P(C2C=CC=CC=2)C2C=CC=CC=2)C=CC=CC=1>[CH3:1][C:2]1[CH:7]=[CH:6][C:5]([C:12]2[CH:13]=[CH:14][C:15]([C:18](=[O:25])[CH2:19][CH2:20][C:21]([O:23][CH3:24])=[O:22])=[CH:16][CH:17]=2)=[CH:4][CH:3]=1 |f:2.3.4,7.8.9.10.11|. Reported procedure: To a stirred mixture of (4-methylphenyl)boronic acid (0.818 g, 0.00602 mol) and 4-(4-bromo-phenyl)-4-oxo-butyric acid, methyl ester (1.3556 g, 0.00500 mol) in toluene (10 mL) was added tetrakis(triphenylphosphine)-palladium(0) (0.173 g, 0.000150 mol) and 2.0 M aqueous sodium carbonate (5.0 mL, 0.010 mol), and the mixture was heated at reflux under nitrogen for 12 hours and allowed to cool. The mixture was diluted with toluene and dichloromethane (10 mL/10 mL), and filtered through a pad of Celit... As a reaction SMILES: [CH2:1]([O:8][C:9]([N:11]1[CH2:16][CH2:15][CH:14]([C:17](=[O:34])[C:18]2[CH:23]=[CH:22][C:21]([C@@H:24]([NH:26][C:27]([O:29][C:30]([CH3:33])([CH3:32])[CH3:31])=[O:28])[CH3:25])=[CH:20][CH:19]=2)[CH2:13][CH2:12]1)=[O:10])[C:2]1[CH:7]=[CH:6][CH:5]=[CH:4][CH:3]=1.[Na].O>O1CCCC1.CO>[CH2:1]([O:8][C:9]([N:11]1[CH2:12][CH2:13][CH:14]([CH:17]([C:18]2[CH:19]=[CH:20][C:21]([C@@H:24]([NH:26][C:27]([O:29][C:30]([CH3:31])([CH3:33])[CH3:32])=[O:28])[CH3:25])=[CH:22][CH:23]=2)[OH:34])[CH2:15][CH2:16]1)=[O:10])[C:2]1[CH:3]=[CH:4][CH:5]=[CH:6][CH:7]=1 |^1:34|. The yield is 95.5%. Run in O1CCCC1 (tetrahydrofuran), CO (methanol). Run at time 8 hour. Product: C(C1=CC=CC=C1)OC(=O)N1CCC(CC1)C(O)C1=CC=C(C=C1)[C@H](C)NC(=O)OC(C)(C)C (benzyl-4-[(4-{(1S)-1-[(tert-butoxycarbonyl)amino]ethyl}phenyl)(hydroxy)methyl]piperidine-1-carboxylate). Reactants: C(C1=CC=CC=C1)OC(=O)N1CCC(CC1)C(C1=CC=C(C=C1)[C@H](C)NC(=O)OC(C)(C)C)=O (benzyl-4-(4-{(1S)-1-[(tert-butoxycarbonyl)amino]ethyl}benzoyl)piperidine-1-carboxylate), O (Water), [Na] (sodium). Procedure details: 267 mg of the compound [22-1] was dissolved in a mixed solvent of 10 mL of tetrahydrofuran and 1 mL of methanol, then 22 mg of sodium boronhydride was added thereto, and the mixture was stirred overnight at room temperature. Water was added to the reaction solution, which was extracted with ethyl acetate. The obtained organic layer was washed with water and saturated brine in that order, and dried over anhydrous magnesium sulfate. The insolubles were filtered, the filtrate was concentrated under...